From a dataset of the Open Reaction Database (ORD), a public repository of structured organic reaction records. describe an organic reaction: reactants, conditions, products, and yield Reactants: [N+](=O)([O-])C1=C(C(=CC=C1)[N+](=O)[O-])NCCO (2-[(2,6-dinitrophenyl)amino]ethanol), stannous chloride dihydrate, Cl (hydrochloric acid), [OH-].[Na+] (sodium hydroxide). Conditions: temperature 80 celsius. The product is Cl.Cl.NC1=C(C(=CC=C1)N)NCCO (2-[(2,6-Diaminophenyl)amino]ethanol dihydrochloride). Reaction SMILES: [N+:1]([C:4]1[CH:9]=[CH:8][CH:7]=[C:6]([N+:10]([O-])=O)[C:5]=1[NH:13][CH2:14][CH2:15][OH:16])([O-])=O.[OH-].[Na+].[ClH:19]>>[ClH:19].[ClH:19].[NH2:1][C:4]1[CH:9]=[CH:8][CH:7]=[C:6]([NH2:10])[C:5]=1[NH:13][CH2:14][CH2:15][OH:16] |f:1.2,4.5.6|. Procedure details: 18.3 g (0.0805 mol) of 2-[(2,6-dinitrophenyl)amino]ethanol in a solution containing 144 g of stannous chloride dihydrate in 146 ml of a concentrated hydrochloric acid solution are heated at 80° C. in an oil bath for 15 minutes. The reaction mixture is cooled in an ice bath, 460 ml of a concentrated sodium hydroxide solution are slowly added and then extraction is carried out three times with dichloromethane. The organic phases are combined, are dried and evaporated to dryness. RXN SMILES: [NH2:1][CH:2]1[CH:3]([NH:8][C:9]([c:10]2[c:11]([O:24][CH3:25])[cH:12][c:13]([C:20]([F:21])([F:22])[F:23])[cH:14][c:15]2[C:16]([F:17])([F:18])[F:19])=[O:26])[CH2:4][CH2:5][CH2:6][CH2:7]1.[O:27]=[C:28]1[CH2:29][CH2:30][CH2:31][CH2:32]1>>[NH:1]([CH:2]1[CH:3]([NH:8][C:9]([c:10]2[c:11]([O:24][CH3:25])[cH:12][c:13]([C:20]([F:21])([F:22])[F:23])[cH:14][c:15]2[C:16]([F:17])([F:18])[F:19])=[O:26])[CH2:4][CH2:5][CH2:6][CH2:7]1)[CH:28]1[CH2:29][CH2:30][CH2:31][CH2:32]1. Product: COc1cc(C(F)(F)F)cc(C(F)(F)F)c1C(=O)NC1CCCCC1NC1CCCC1. Reactants: COc1cc(C(F)(F)F)cc(C(F)(F)F)c1C(=O)NC1CCCCC1N, O=C1CCCC1. Starting materials: NC1C(N(C2=C(N(C1=O)C)C=CC=C2)C2=CC=CC=C2)=O (3-Amino-1-methyl-5-phenyl-2,3,4,5-tetrahydro-2,4-dioxo-1H-1,5-benzodiazepine), C(#N)C=1C=C(C=CC1)NC(=O)N1C=NC=C1 (N-(3-cyanophenyl)-1H-imidazole-1-carboxamide). Solvent: C1CCOC1 (THF). Run at time 2 hour. The product is C(#N)C=1C=C(C=CC1)NC(=O)NC1C(N(C2=C(N(C1=O)C)C=CC=C2)C2=CC=CC=C2)=O (N-(3-cyanophenyl)-N'-(2,3,4,5-tetrahydro-2,4-dioxo-1-methyl-5-phenyl-1H-1,5-benzodiazepin-3-yl)urea). Isolated yield 93.7%. RXN SMILES: [NH2:1][CH:2]1[C:8](=[O:9])[N:7]([CH3:10])[C:6]2[CH:11]=[CH:12][CH:13]=[CH:14][C:5]=2[N:4]([C:15]2[CH:20]=[CH:19][CH:18]=[CH:17][CH:16]=2)[C:3]1=[O:21].[C:22]([C:24]1[CH:25]=[C:26]([NH:30][C:31](N2C=CN=C2)=[O:32])[CH:27]=[CH:28][CH:29]=1)#[N:23]>C1COCC1>[C:22]([C:24]1[CH:25]=[C:26]([NH:30][C:31]([NH:1][CH:2]2[C:8](=[O:9])[N:7]([CH3:10])[C:6]3[CH:11]=[CH:12][CH:13]=[CH:14][C:5]=3[N:4]([C:15]3[CH:16]=[CH:17][CH:18]=[CH:19][CH:20]=3)[C:3]2=[O:21])=[O:32])[CH:27]=[CH:28][CH:29]=1)#[N:23]. Reported procedure: 3-Amino-1-methyl-5-phenyl-2,3,4,5-tetrahydro-2,4-dioxo-1H-1,5-benzodiazepine (360 mg) was suspended in dry THF (10 ml) under nitrogen. N-(3-cyanophenyl)-1H-imidazole-1-carboxamide (326 mg) was added, and the mixture stirred at room temperature for 2 h. The mixture was filtered to give the title compound (510 mg) as a white solid m.p.>250°. Starting materials: CCCO, NC(=O)C1(N2CCCCC2)CCNCC1. The product is OCC1(N2CCCCC2)CCNCC1. As a reaction SMILES: [CH2:16]([OH:17])[CH2:18][CH3:19].[N:1]1([C:7]2([C:13](=[O:14])[NH2:15])[CH2:8][CH2:9][NH:10][CH2:11][CH2:12]2)[CH2:2][CH2:3][CH2:4][CH2:5][CH2:6]1>>[N:1]1([C:7]2([CH2:13][OH:14])[CH2:8][CH2:9][NH:10][CH2:11][CH2:12]2)[CH2:2][CH2:3][CH2:4][CH2:5][CH2:6]1. The reactants are C1(=CC=CC=C1)NC=1N=CC2=C(N1)NC(C=C2)=O (2-phenylamino-8H-pyrido[2,3-d]pyrimidin-7-one), [H-].[Na+] (NaH), suspension, [H-].[Na+] (NaH), BrCCOC (2-bromoethylmethyl ether). Run in CN(C=O)C (dimethylformamide). Reaction conditions: temperature 50 celsius. Yields the product COCCN1C(C=CC2=C1N=C(N=C2)NC2=CC=CC=C2)=O (8-(2-methoxyethyl)-2-phenylamino-8H-pyrido[2,3-d]pyrimidin-7-one). The yield is 56.2%. As a reaction SMILES: [H-].[Na+].[C:3]1([NH:9][C:10]2[N:11]=[CH:12][C:13]3[CH:19]=[CH:18][C:17](=[O:20])[NH:16][C:14]=3[N:15]=2)[CH:8]=[CH:7][CH:6]=[CH:5][CH:4]=1.Br[CH2:22][CH2:23][O:24][CH3:25]>CN(C)C=O>[CH3:25][O:24][CH2:23][CH2:22][N:16]1[C:14]2[N:15]=[C:10]([NH:9][C:3]3[CH:4]=[CH:5][CH:6]=[CH:7][CH:8]=3)[N:11]=[CH:12][C:13]=2[CH:19]=[CH:18][C:17]1=[O:20] |f:0.1|. Reported procedure: To a suspension of NaH (49 mg of a 60% suspension of NaH in mineral oil) in 6 mL of dimethylformamide was added 2-phenylamino-8H-pyrido[2,3-d]pyrimidin-7-one (200 mg, 0.84 mmol). The reaction mixture was heated to 50° C. resulting in a yellow solution. The solution was cooled slightly, and 2-bromoethylmethyl ether (140 μL, 1.49 mmol) was added. The reaction mixture was heated at 50° C. for 10 minutes, then cooled to room temperature and partitioned between water and ethyl acetate. The organic la... Product: Cc1cc(C)c(S(=O)(=O)NC(C)C(=O)N2CCCC2C(=O)O)c(C)c1. Starting materials: Cl, CC(N)C(=O)N1CCCC1C(=O)O, [Na+], C1COCCO1, [OH-], O, Cc1cc(C)c(S(=O)(=O)Cl)c(C)c1. Reaction SMILES: [ClH:28].[NH2:1][CH:2]([CH3:3])[C:4](=[O:5])[N:6]1[CH:7]([C:8](=[O:9])[OH:10])[CH2:11][CH2:12][CH2:13]1.[Na+:30].[O:31]1[CH2:32][CH2:33][O:34][CH2:35][CH2:36]1.[OH-:29].[OH2:27].[c:14]1([CH3:26])[c:15]([S:22](=[O:23])(=[O:24])[Cl:25])[c:16]([CH3:21])[cH:17][c:18]([CH3:20])[cH:19]1>>[NH:1]([CH:2]([CH3:3])[C:4](=[O:5])[N:6]1[CH:7]([C:8](=[O:9])[OH:10])[CH2:11][CH2:12][CH2:13]1)[S:22]([c:15]1[c:14]([CH3:26])[cH:19][c:18]([CH3:20])[cH:17][c:16]1[CH3:21])(=[O:23])=[O:24]. Reactants: CCOC(=O)Nc1nc(CC=O)ns1, CCOC(C)=O. The product is CCOC(=O)Nc1nc(CC(=O)O)ns1. As a reaction SMILES: [CH2:1]([CH3:2])[O:3][C:4](=[O:5])[NH:6][c:7]1[n:8][c:9]([CH2:12][CH:13]=[O:14])[n:10][s:11]1.[CH3:15][CH2:16][O:17][C:18](=[O:19])[CH3:20]>>[CH2:1]([CH3:2])[O:3][C:4](=[O:5])[NH:6][c:7]1[n:8][c:9]([CH2:12][C:13](=[O:14])[OH:17])[n:10][s:11]1. The reactants are O (Water), COC(CC1=CC2=CC=C(C=C2C(=C1C)B1OC(C(O1)(C)C)(C)C)F)=O ([6-fluoro-3-methyl-4-(4,4,5,5-tetra methyl-[1,3,2]-dioxaborolan-2-yl)-naphthalen-2-yl]-acetic acid methyl ester), BrC1=CC=C(C=C1)SC1=C(C=CC=C1F)F (1-(4-bromo-phenylsulfanyl)-2,6-difluorobenzene), C([O-])([O-])=O.[Na+].[Na+] (sodium carbonate). The reagents and catalysts are C=1C=CC(=CC1)[P](C=2C=CC=CC2)(C=3C=CC=CC3)[Pd]([P](C=4C=CC=CC4)(C=5C=CC=CC5)C=6C=CC=CC6)([P](C=7C=CC=CC7)(C=8C=CC=CC8)C=9C=CC=CC9)[P](C=1C=CC=CC1)(C=1C=CC=CC1)C=1C=CC=CC1 (Tetrakis(triphenylphosphine)palladium(0)). The solvent is C(OC)COC (dimethoxyethane). Yields the product COC(CC1=CC2=CC=C(C=C2C(=C1C)C1=CC=C(C=C1)SC1=C(C=CC=C1F)F)F)=O ({4-[4-(2,6-difluoro-phenylsulfanyl)-phenyl]-6-fluoro-3-methyl-naphthalen-2-yl}-acetic acid methyl ester). Isolated yield 21.4%. Reaction SMILES: [CH3:1][O:2][C:3](=[O:26])[CH2:4][C:5]1[C:14]([CH3:15])=[C:13](B2OC(C)(C)C(C)(C)O2)[C:12]2[C:7](=[CH:8][CH:9]=[C:10]([F:25])[CH:11]=2)[CH:6]=1.Br[C:28]1[CH:33]=[CH:32][C:31]([S:34][C:35]2[C:40]([F:41])=[CH:39][CH:38]=[CH:37][C:36]=2[F:42])=[CH:30][CH:29]=1.C(=O)([O-])[O-].[Na+].[Na+].O>C(COC)OC.C1C=CC([P]([Pd]([P](C2C=CC=CC=2)(C2C=CC=CC=2)C2C=CC=CC=2)([P](C2C=CC=CC=2)(C2C=CC=CC=2)C2C=CC=CC=2)[P](C2C=CC=CC=2)(C2C=CC=CC=2)C2C=CC=CC=2)(C2C=CC=CC=2)C2C=CC=CC=2)=CC=1>[CH3:1][O:2][C:3](=[O:26])[CH2:4][C:5]1[C:14]([CH3:15])=[C:13]([C:28]2[CH:33]=[CH:32][C:31]([S:34][C:35]3[C:40]([F:41])=[CH:39][CH:38]=[CH:37][C:36]=3[F:42])=[CH:30][CH:29]=2)[C:12]2[C:7](=[CH:8][CH:9]=[C:10]([F:25])[CH:11]=2)[CH:6]=1 |f:2.3.4,^1:59,61,80,99|. Procedure details: A stirred solution of [6-fluoro-3-methyl-4-(4,4,5,5-tetra methyl-[1,3,2]-dioxaborolan-2-yl)-naphthalen-2-yl]-acetic acid methyl ester (0.1 g, 0.28 mmol) in dimethoxyethane (4 mL) was purged with argon for 5 minutes at room temperature. Tetrakis(triphenylphosphine)palladium(0) (0.032 g, 0.028 mmol), impure 1-(4-bromo-phenylsulfanyl)-2,6-difluorobenzene (0.084 g) and 2.0 M aqueous sodium carbonate (1 mL, 2 mmol) were added simultaneously to the reaction mixture under argon. The reaction mixture wa... RXN SMILES: [CH3:1][C:2]1[CH:12]=[CH:11][CH:10]=[CH:9][C:3]=1[O:4][CH2:5][C:6]([OH:8])=O.[NH2:13][C:14]1[CH:19]=[CH:18][C:17]([N:20]2[C:26](=[O:27])[CH2:25][C:24](=[O:28])[NH:23][C:22]3[C:29]4[C:34]([CH:35]=[CH:36][C:21]2=3)=[CH:33][CH:32]=[CH:31][CH:30]=4)=[CH:16][CH:15]=1.CC1C=CC=CC=1OCC(Cl)=O>>[CH3:1][C:2]1[CH:12]=[CH:11][CH:10]=[CH:9][C:3]=1[O:4][CH2:5][C:6]([NH:13][C:14]1[CH:19]=[CH:18][C:17]([N:20]2[C:26](=[O:27])[CH2:25][C:24](=[O:28])[NH:23][C:22]3[C:29]4[C:34]([CH:35]=[CH:36][C:21]2=3)=[CH:33][CH:32]=[CH:31][CH:30]=4)=[CH:16][CH:15]=1)=[O:8]. Product: CC1=C(OCC(=O)NC2=CC=C(C=C2)N2C3=C(NC(CC2=O)=O)C2=CC=CC=C2C=C3)C=CC=C1 (5-[4-[2-(2-Methylphenoxy)acetylamino]phenyl]-1H-naphtho[1,2-b][1,4]diazepine-2,4(3H,5H)-dione). Procedure details: (2-Methylphenoxy)acetic acid (32 mg, 0.193 mmol) was made into acid chloride in a conventional manner. By using 5-(4-aminophenyl)-1H-naphtho[1,2-b][1,4]diazepine-2,4(3H,5H)-dione (30 mg, 0.095 mmol) obtained in Example 1, and (2-methylphenoxy)acetic acid chloride mentioned above, the title compound (21 mg, yield 48%) was obtained in the same manner as that of Example 1. Isolated yield 47.5%. The reactants are CC1=C(OCC(=O)O)C=CC=C1 ((2-Methylphenoxy)acetic acid), CC1=C(OCC(=O)Cl)C=CC=C1 ((2-methylphenoxy)acetic acid chloride), acid chloride, NC1=CC=C(C=C1)N1C2=C(NC(CC1=O)=O)C1=CC=CC=C1C=C2 (5-(4-aminophenyl)-1H-naphtho[1,2-b][1,4]diazepine-2,4(3H,5H)-dione). Starting materials: N[C@@H](CCN1CCC(CC1)C=1C=C(C=CC1)NC(C(C)C)=O)C1=CC=CC=C1 (N-(3-{1-[(3S)-3-amino-3-phenylpropyl]-4-piperidinyl}phenyl)-2-methylpropanamide), FC1=CC=C(C=C1)CC(=O)Cl ((4-fluorophenyl)acetyl chloride). The solvent is C1CCOC1 (THF). Run at time 4 hour. Product: FC1=CC=C(C=C1)CC(=O)N[C@@H](CCN1CCC(CC1)C=1C=C(C=CC1)NC(C(C)C)=O)C1=CC=CC=C1 (N-{3-[1-((3S)-3-{[(4-FLUOROPHENYL)ACETYL]AMINO}-3-PHENYLPROPYL)-4-PIPERIDINYL]PHENYL}-2-METHYLPROPANAMIDE). Yield: 90.0%. RXN SMILES: [NH2:1][C@H:2]([C:23]1[CH:28]=[CH:27][CH:26]=[CH:25][CH:24]=1)[CH2:3][CH2:4][N:5]1[CH2:10][CH2:9][CH:8]([C:11]2[CH:12]=[C:13]([NH:17][C:18](=[O:22])[CH:19]([CH3:21])[CH3:20])[CH:14]=[CH:15][CH:16]=2)[CH2:7][CH2:6]1.[F:29][C:30]1[CH:35]=[CH:34][C:33]([CH2:36][C:37](Cl)=[O:38])=[CH:32][CH:31]=1>C1COCC1>[F:29][C:30]1[CH:35]=[CH:34][C:33]([CH2:36][C:37]([NH:1][C@H:2]([C:23]2[CH:24]=[CH:25][CH:26]=[CH:27][CH:28]=2)[CH2:3][CH2:4][N:5]2[CH2:10][CH2:9][CH:8]([C:11]3[CH:12]=[C:13]([NH:17][C:18](=[O:22])[CH:19]([CH3:21])[CH3:20])[CH:14]=[CH:15][CH:16]=3)[CH2:7][CH2:6]2)=[O:38])=[CH:32][CH:31]=1. Procedure details: A mixture of N-(3-{1-[(3S)-3-amino-3-phenylpropyl]-4-piperidinyl}phenyl)-2-methylpropanamide (11.0 mg, 0.0280 mmol) and (4-fluorophenyl)acetyl chloride (7.20 mg, 0.0420 mmol) in THF (5 mL) was stirred at room temperature for 4 h. The solvent was removed under reduced pressure and the residue was purified by preparative TLC using Hexane:EtOAc (2:1) to give the desired product (13 mg, 90% yield). 1H NMR (400 MHz, CDCl3) δ 7.89 (d, 1H, J=8.4 Hz), 7.59 (s, 1H), 7.31–6.93 (m, 13H), 5.13 (q, 1H, J=6.0...